From a dataset of the Open Reaction Database (ORD), a public repository of structured organic reaction records. describe an organic reaction: reactants, conditions, products, and yield The reactants are C(C)(=O)O (Acetic acid), FC1=CC=C(CN2C=CC=3C2=CN=C(C3O)C(=O)OC)C=C1 (methyl 1-(4-fluorobenzyl)-4-hydroxy-1H-pyrrolo[2,3-c]pyridine-5-carboxylate), [OH-].[Na+] (sodium hydroxide), CON (O-methylhydroxylamine). The solvent is CO (methanol), O (water). Conditions: temperature 63 celsius, time 28 hour. Yields the product FC1=CC=C(CN2C=CC=3C2=CN=C(C3O)C(=O)NOC)C=C1 (1-(4-Fluorobenzyl)-4-hydroxy-N-methoxy-1H-pyrrolo[2,3-c]pyridine-5-carboxamide). Isolated yield 5.6%. Reaction SMILES: [F:1][C:2]1[CH:22]=[CH:21][C:5]([CH2:6][N:7]2[C:11]3=[CH:12][N:13]=[C:14]([C:17]([O:19]C)=O)[C:15]([OH:16])=[C:10]3[CH:9]=[CH:8]2)=[CH:4][CH:3]=1.[OH-].[Na+].[CH3:25][O:26][NH2:27].C(O)(=O)C>CO.O>[F:1][C:2]1[CH:3]=[CH:4][C:5]([CH2:6][N:7]2[C:11]3=[CH:12][N:13]=[C:14]([C:17]([NH:27][O:26][CH3:25])=[O:19])[C:15]([OH:16])=[C:10]3[CH:9]=[CH:8]2)=[CH:21][CH:22]=1 |f:1.2|. Reported procedure: To methyl 1-(4-fluorobenzyl)-4-hydroxy-1H-pyrrolo[2,3-c]pyridine-5-carboxylate (0.6 g, 2 mmol) in methanol (10 ml) and water (1 ml) were added sodium hydroxide (0.56 g, 14 mmol) and O-methylhydroxylamine (0.668 g, 8 mmol). The resulting mixture was stirred for 28 hours at 63° C. Acetic acid (2 mL) was added to precipitate undesired byproduct, 1-(4-fluorobenzyl)-4-hydroxy-1H-pyrrolo[2,3-c]pyridine-5-carboxylic acid, which was removed by filtration. The filtrate was concentrated in under reduced p... The reactants are ClCCCBr, C1CCOC1, CC(C)(C)[O-], N#CCc1ccccc1C(F)(F)F, [K+]. Yields the product N#CC(CCCCl)c1ccccc1C(F)(F)F. RXN SMILES: [Br:20][CH2:21][CH2:22][CH2:23][Cl:24].[CH2:25]1[O:26][CH2:27][CH2:28][CH2:29]1.[CH3:14][C:15]([CH3:16])([O-:17])[CH3:18].[F:1][C:2]([c:3]1[c:4]([CH2:9][C:10]#[N:11])[cH:5][cH:6][cH:7][cH:8]1)([F:12])[F:13].[K+:19]>>[F:1][C:2]([c:3]1[c:4]([CH:9]([C:10]#[N:11])[CH2:21][CH2:22][CH2:23][Cl:24])[cH:5][cH:6][cH:7][cH:8]1)([F:12])[F:13].